Task: describe an organic reaction: reactants, conditions, products, and yield. Dataset: the Open Reaction Database (ORD), a public repository of structured organic reaction records Product: CC1C(OCCC1C1=CC=C(C=C1)C(F)(F)F)=O (3-methyl-4-(4-trifluoromethylphenyl)tetrahydropyran-2-one). Procedure details: 4-(4-Trifluoromethylphenyl)tetrahydropyran-2-one (995 mg) derived by the same method as in Preparation Example 2-10 from 4-(trifluoromethyl)phenylboronic acid (5.29 g) and 5,6-dihydro-2H-pyran-2-one was dissolved in tetrahydrofuran (10 mL). The solution was added dropwise at −78° C. to a lithium diisopropylamide solution previously prepared from n-butyllithium (3.91 mL) and diisopropylamine (1.46 mL) in tetrahydrofuran (30 mL). After stirring at the same temperature for 30 minutes, iodomethane (... The yield is 47.5%. The reactants are IC (iodomethane), FC(C1=CC=C(C=C1)C1CC(OCC1)=O)(F)F (4-(4-Trifluoromethylphenyl)tetrahydropyran-2-one), FC(C1=CC=C(C=C1)B(O)O)(F)F (4-(trifluoromethyl)phenylboronic acid), O1C(C=CCC1)=O (5,6-dihydro-2H-pyran-2-one), C(C)(C)[N-]C(C)C.[Li+] (lithium diisopropylamide), C(CCC)[Li] (n-butyllithium), C(C)(C)NC(C)C (diisopropylamine). As a reaction SMILES: [F:1][C:2]([F:17])([F:16])[C:3]1[CH:8]=[CH:7][C:6]([CH:9]2[CH2:14][CH2:13][O:12][C:11](=[O:15])[CH2:10]2)=[CH:5][CH:4]=1.F[C:19](F)(F)C1C=CC(B(O)O)=CC=1.O1CCC=CC1=O.C([N-]C(C)C)(C)C.[Li+].C([Li])CCC.C(NC(C)C)(C)C.IC>O1CCCC1.CN(C)P(N(C)C)(N(C)C)=O>[CH3:19][CH:10]1[CH:9]([C:6]2[CH:5]=[CH:4][C:3]([C:2]([F:1])([F:16])[F:17])=[CH:8][CH:7]=2)[CH2:14][CH2:13][O:12][C:11]1=[O:15] |f:3.4|. Run in CN(P(=O)(N(C)C)N(C)C)C (hexamethylphosphoramide), O1CCCC1 (tetrahydrofuran), O1CCCC1 (tetrahydrofuran). Run at time 30 minute.